This data is from the Open Reaction Database (ORD), a public repository of structured organic reaction records. The task is: describe an organic reaction: reactants, conditions, products, and yield Starting materials: [Al+3], [H-], [H-], [H-], [H-], [Li+], C1CCOC1, N#CC(CO)(c1ccccc1)c1ccccc1. Yields the product NCC(CO)(c1ccccc1)c1ccccc1. RXN SMILES: [Al+3:19].[H-:18].[H-:21].[H-:22].[H-:23].[Li+:20].[O:24]1[CH2:25][CH2:26][CH2:27][CH2:28]1.[OH:1][CH2:2][C:3]([C:4]#[N:5])([c:6]1[cH:7][cH:8][cH:9][cH:10][cH:11]1)[c:12]1[cH:13][cH:14][cH:15][cH:16][cH:17]1>>[OH:1][CH2:2][C:3]([CH2:4][NH2:5])([c:6]1[cH:7][cH:8][cH:9][cH:10][cH:11]1)[c:12]1[cH:13][cH:14][cH:15][cH:16][cH:17]1.